From a dataset of the Open Reaction Database (ORD), a public repository of structured organic reaction records. describe an organic reaction: reactants, conditions, products, and yield Reactants: [N-]=[N+]=[N-].[Na+] (sodium azide), OC(CCC1=CC=C(S1)C(=O)O)C (5-(3-hydroxybutyl)-2-thiophenecarboxylic acid), methyl ester, CI (methyl iodide), C([O-])([O-])=O.[Na+].[Na+] (sodium carbonate). Solvent: N1=CC=CC=C1 (pyridine), CS(=O)C (dimethyl sulphoxide), CC(=O)N(C)C (dimethylacetamide). Yields the product N(=[N+]=[N-])C(CCC1=CC=C(S1)C(=O)OC)C (methyl 5-(3-azidobutyl)-2-thiophenecarboxylate). As a reaction SMILES: O[CH:2]([CH3:13])[CH2:3][CH2:4][C:5]1[S:9][C:8]([C:10]([OH:12])=[O:11])=[CH:7][CH:6]=1.[CH3:14]I.C(=O)([O-])[O-].[Na+].[Na+].[N-:22]=[N+:23]=[N-:24].[Na+]>CC(N(C)C)=O.N1C=CC=CC=1.CS(C)=O>[N:22]([CH:2]([CH3:13])[CH2:3][CH2:4][C:5]1[S:9][C:8]([C:10]([O:12][CH3:14])=[O:11])=[CH:7][CH:6]=1)=[N+:23]=[N-:24] |f:2.3.4,5.6|. Procedure: 4-(5-Acetyl-2-thienyl)-2-butanone (Tetrahedron 35, 1979, 329) was reacted with ethylene glycol, triethyl orthoformate and p-toluenesulphonic acid in methylene chloride to give methyl 5-[2-(2-methyl-1,3-dioxolan-2-yl)ethyl]-2-thienyl ketone. Oxidation with sodium hypobromite and subsequent hydrolysis gave 5-(3-oxobutyl)-2-thiophenecarboxylic acid. With sodium borohydride there was obtained therefrom 5-(3-hydroxybutyl)-2-thiophenecarboxylic acid which was converted in dimethylacetamide with methyl... Reactants: C(C1=CC=CC=C1)NC([O-])=O (benzylcarbamate), C=CC1=CC=CC=C1 (styrene), K2OsO4.2H2O, C(CC)O (n-PrOH), C(CC)O (n-PrOH), [OH-].[Na+] (NaOH), C(C)(C)(C)OCl (tBuOCl), C(CC)O (n-propanol). The reagents and catalysts are CC[C@H]1CN2CC[C@H]1C[C@@H]2[C@H](C3=C4C=C(C=CC4=NC=C3)OC)OC5=NN=C(C6=CC=CC=C65)O[C@H]([C@H]7C[C@@H]8CCN7C[C@@H]8CC)C9=C1C=C(C=CC1=NC=C9)OC ((DHQD)2PHAL). Solvent: CCOC(=O)C (EtOAc). Conditions: time 8 minute. Yields the product C(C1=CC=CC=C1)OC(N[C@@H](CO)C1=CC=C(C=C1)OC)=O ([(R)-2-Hydroxy-1-(4-methoxy-phenyl)-ethyl]-carbamic acid benzyl ester). The yield is 63.0%. RXN SMILES: [CH2:1]([NH:8][C:9](=[O:11])[O-:10])[C:2]1[CH:7]=[CH:6][CH:5]=[CH:4][CH:3]=1.[OH-].[Na+].[C:14]([O:18]Cl)(C)(C)C.C=[CH:21][C:22]1[CH:27]=[CH:26][CH:25]=[CH:24][CH:23]=1.[CH2:28]([OH:31])CC>CCOC(C)=O.CC[C@@H]1[C@@H]2C[C@H]([C@@H](OC3C4C(=CC=CC=4)C(O[C@@H](C4C=CN=C5C=4C=C(OC)C=C5)[C@@H]4N5C[C@H](CC)[C@@H](CC5)C4)=NN=3)C3C=CN=C4C=3C=C(OC)C=C4)N(CC2)C1>[CH2:21]([O:11][C:9](=[O:10])[NH:8][C@H:1]([C:2]1[CH:7]=[CH:6][C:5]([O:18][CH3:14])=[CH:4][CH:3]=1)[CH2:28][OH:31])[C:22]1[CH:27]=[CH:26][CH:25]=[CH:24][CH:23]=1 |f:1.2|. Procedure details: To 1.88 g (12.4 mmol) of benzylcarbamate suspended in 16 mL n-propanol was added 12.2 mL 1 N NaOH (12.2 mmol), and freshly prepared tBuOCl (1.4 mL, 12.2 mmol) and then stirred for 8 min at rt. It was then cooled to 0° C. followed by the addition of the catalyst (DHQD)2PHAL (156 mg, 0.2 mmol) dissolved in 14 mL n-PrOH. This was followed by the addition of the styrene (538 uL, 4 mmol) also dissolved in 20 mL n-PrOH, and stirred for another 8 min. Then K2OsO4.2H2O (58.8 mg, 0.16 mmol) was added dir... Starting materials: C#CC1(O)CCN(C(C)=O)CC1, Fc1cc(Cl)ccc1CBr, [H-], [H][H], [Na+], CN(C)C=O. The product is C#CC1(OCc2ccc(Cl)cc2F)CCN(C(C)=O)CC1. RXN SMILES: [C:3]([CH3:4])(=[O:5])[N:6]1[CH2:7][CH2:8][C:9]([OH:12])([C:13]#[CH:14])[CH2:10][CH2:11]1.[Cl:17][c:18]1[cH:19][c:20]([F:26])[c:21]([CH2:22][Br:23])[cH:24][cH:25]1.[H-:1].[H:15][H:16].[Na+:2].[O:27]=[CH:28][N:29]([CH3:30])[CH3:31]>>[C:3]([CH3:4])(=[O:5])[N:6]1[CH2:7][CH2:8][C:9]([O:12][CH2:22][c:21]2[c:20]([F:26])[cH:19][c:18]([Cl:17])[cH:25][cH:24]2)([C:13]#[CH:14])[CH2:10][CH2:11]1. The reactants are C(C)(C)(C)OC(N[C@H](CCCC1=CC=C(C=C1)OC(C)(C)C)C(N)=O)=O ([(R)-4-(4-tert-Butoxy-phenyl)-1-carbamoyl-butyl]-carbamic acid tert-butyl ester). Solvent: Cl (HCl), CCOCC (Et2O). Product: N[C@@H](C(=O)N)CCCC1=CC=C(C=C1)O ((R)-2-Amino-5-(4-hydroxy-phenyl)-pentanoic acid amide). Reaction SMILES: C(OC(=O)[NH:7][C@@H:8]([C:23](=[O:25])[NH2:24])[CH2:9][CH2:10][CH2:11][C:12]1[CH:17]=[CH:16][C:15]([O:18]C(C)(C)C)=[CH:14][CH:13]=1)(C)(C)C>Cl.CCOCC>[NH2:7][C@H:8]([CH2:9][CH2:10][CH2:11][C:12]1[CH:13]=[CH:14][C:15]([OH:18])=[CH:16][CH:17]=1)[C:23]([NH2:24])=[O:25]. Reported procedure: A solution of [(R)-4-(4-tert-Butoxy-phenyl)-1-carbamoyl-butyl]-carbamic acid tert-butyl ester (167 g, 458 mmol) in 1 M HCl in Et2O (4000 ml) is stirred at room temperature for 3 days. After this time, a white solid forms which is collected by filtration and washed with Et2O to yield (R)-2-Amino-5-(4-hydroxy-phenyl)-pentanoic acid amide; [M+H]+ 209